Dataset: the Open Reaction Database (ORD), a public repository of structured organic reaction records. Task: describe an organic reaction: reactants, conditions, products, and yield Reactants: C1(=C(C=CC=C1)N)N (1,2-Phenylenediamine), O.C1(=CC=C(C=C1)S(=O)(=O)O)C (p-toluenesulfonic acid monohydrate), C1(=CC=CC=C1)C[C@@H](C=1NC=C(N1)C(F)(F)F)NC(OC(C)(C)C)=O ((S)-tert-Butyl 2-phenyl-1-(4-(trifluoromethyl)-1H-imidazol-2-yl)ethylcarbamate). Run in C1CCOC1 (THF). Run at time 6 hour. Yields the product N1C(=NC2=C1C=CC=C2)C=2N=C(NC2)[C@H](CC2=CC=CC=C2)NC(=O)[C@@H]2CC[C@H](CC2)CNC(OC(C)(C)C)=O (tert-Butyl (trans-4-(((S)-1-(4-(1H-benzo[d]imidazol-2-yl)-1H-imidazol-2-yl)-2-phenylethyl)carbamoyl)cyclohexyl)methylcarbamate). As a reaction SMILES: [C:1]1([CH2:7][C@H:8]([NH:18][C:19](=[O:25])OC(C)(C)C)[C:9]2[NH:10][CH:11]=[C:12]([C:14](F)(F)F)[N:13]=2)[CH:6]=[CH:5][CH:4]=[CH:3][CH:2]=1.[C:26]1([NH2:33])[CH:31]=[CH:30][CH:29]=[CH:28][C:27]=1[NH2:32].[OH2:34].[C:35]1([CH3:45])[CH:40]=[CH:39][C:38](S(O)(=O)=O)=[CH:37][CH:36]=1>C1COCC1>[NH:32]1[C:27]2[CH:28]=[CH:29][CH:30]=[CH:31][C:26]=2[N:33]=[C:14]1[C:12]1[N:13]=[C:9]([C@@H:8]([NH:18][C:19]([C@H:38]2[CH2:39][CH2:40][C@H:35]([CH2:45][NH:18][C:19](=[O:25])[O:34][C:1]([CH3:7])([CH3:6])[CH3:2])[CH2:36][CH2:37]2)=[O:25])[CH2:7][C:1]2[CH:2]=[CH:3][CH:4]=[CH:5][CH:6]=2)[NH:10][CH:11]=1 |f:2.3|. Procedure: The crude intermediate from Example 32 Part B was dissolved in THF (2 mL). 1,2-Phenylenediamine (41 mg, 0.38 mmol) and p-toluenesulfonic acid monohydrate (7.3 mg, 0.038 mmol) were added to the reaction. The reaction was stirred at rt for 6 h and the solvent removed in vacuo. The residue was dissolved in EtOAc and washed with saturated aqueous NaHCO3 and brine, dried over Na2SO4, filtered and evaporated to dryness. The residue was purified by flash chromatography (silica gel, 0-100% EtOAc in hexa...